Dataset: the Open Reaction Database (ORD), a public repository of structured organic reaction records. Task: describe an organic reaction: reactants, conditions, products, and yield The reactants are CC(=O)c1ccc(OCc2ccccc2)c2ncccc12, O=C(OO)c1cccc(Cl)c1, ClCCl. Yields the product CC(=O)c1ccc(OCc2ccccc2)c2c1ccc[n+]2[O-]. RXN SMILES: [C:1]([CH3:2])(=[O:3])[c:4]1[c:5]2[cH:6][cH:7][cH:8][n:9][c:10]2[c:11]([O:14][CH2:15][c:16]2[cH:17][cH:18][cH:19][cH:20][cH:21]2)[cH:12][cH:13]1.[Cl:22][c:23]1[cH:24][c:25]([C:30](=[O:27])[O:31][OH:32])[cH:26][cH:28][cH:29]1.[Cl:33][CH2:34][Cl:35]>>[C:1]([CH3:2])(=[O:3])[c:4]1[c:5]2[cH:6][cH:7][cH:8][n+:9]([O-:27])[c:10]2[c:11]([O:14][CH2:15][c:16]2[cH:17][cH:18][cH:19][cH:20][cH:21]2)[cH:12][cH:13]1. RXN SMILES: [CH:1]1([N:4]([CH2:39][C:40]2[CH:45]=[C:44]([CH2:46][CH2:47][CH2:48][O:49][CH3:50])[CH:43]=[C:42]([OH:51])[CH:41]=2)[C:5]([C@@H:7]2[C@@H:12]([C:13]3[CH:18]=[CH:17][C:16]([O:19][CH2:20][CH2:21][O:22][C:23]4[C:28]([Cl:29])=[CH:27][C:26]([CH3:30])=[CH:25][C:24]=4[Cl:31])=[CH:15][CH:14]=3)[CH2:11][CH2:10][N:9]([C:32]([O:34][C:35]([CH3:38])([CH3:37])[CH3:36])=[O:33])[CH2:8]2)=[O:6])[CH2:3][CH2:2]1.C(=O)([O-])[O-].[Cs+].[Cs+].[CH3:58][C:59]1([CH3:62])[CH2:61][O:60]1>CN(C=O)C.CCOCC>[CH:1]1([N:4]([CH2:39][C:40]2[CH:45]=[C:44]([CH2:46][CH2:47][CH2:48][O:49][CH3:50])[CH:43]=[C:42]([O:51][CH2:58][C:59]([OH:60])([CH3:62])[CH3:61])[CH:41]=2)[C:5]([C@@H:7]2[C@@H:12]([C:13]3[CH:14]=[CH:15][C:16]([O:19][CH2:20][CH2:21][O:22][C:23]4[C:28]([Cl:29])=[CH:27][C:26]([CH3:30])=[CH:25][C:24]=4[Cl:31])=[CH:17][CH:18]=3)[CH2:11][CH2:10][N:9]([C:32]([O:34][C:35]([CH3:38])([CH3:37])[CH3:36])=[O:33])[CH2:8]2)=[O:6])[CH2:3][CH2:2]1 |f:1.2.3|. Reported procedure: To a solution of tert-butyl (3R,4S)-3-({cyclopropyl[3-hydroxy-5-(3-methoxy-propyl)benzyl]-amino}carbonyl)-4-{4-[2-(2,6-dichloro-4-methylphenoxy)ethoxy]-phenyl}piperidine-1-carboxylate (1 eq.) from Example 1/Step 2 in DMF (0.1 M) was added cesium carbonate (2.5 eq.) and 2,2-dimethyloxirane (15 eq.). The reaction was stirred for 18 h at 50° C., then added more 2,2-dimethyloxirane (10 eq.). The reaction was heated to 80° C. and stirred for 4.5 h. After cooling to rt, the reaction was diluted with e... Run in CN(C)C=O (DMF), CCOCC (ether). Conditions: temperature 50 celsius, time 18 hour. The reactants are C1(CC1)N(C(=O)[C@H]1CN(CC[C@@H]1C1=CC=C(C=C1)OCCOC1=C(C=C(C=C1Cl)C)Cl)C(=O)OC(C)(C)C)CC1=CC(=CC(=C1)CCCOC)O (tert-butyl (3R,4S)-3-({cyclopropyl[3-hydroxy-5-(3-methoxy-propyl)benzyl]-amino}carbonyl)-4-{4-[2-(2,6-dichloro-4-methylphenoxy)ethoxy]-phenyl}piperidine-1-carboxylate), CC1(OC1)C (2,2-dimethyloxirane), C([O-])([O-])=O.[Cs+].[Cs+] (cesium carbonate), CC1(OC1)C (2,2-dimethyloxirane). Yields the product C1(CC1)N(C(=O)[C@H]1CN(CC[C@@H]1C1=CC=C(C=C1)OCCOC1=C(C=C(C=C1Cl)C)Cl)C(=O)OC(C)(C)C)CC1=CC(=CC(=C1)CCCOC)OCC(C)(C)O (tert-Butyl (3R,4S)-3-({cyclopropyl[3-(2-hydroxy-2-methylpropoxy)-5-(3-methoxypropyl)benzyl]amino}carbonyl)-4-{4-[2-(2,6-dichloro-4-methylphenoxy)-ethoxy]phenyl}piperidine-1-carboxylate). Reactants: oil, C1COCCOCCOCCOCCOCCO1 (18-crown-6), BrC1=C(C=CC=C1)CC(=O)OC (methyl 2-bromophenylacetate), C(C)(C)(C)C1=C(C=CC(=C1)C)O (2-tert-butyl-4-methylphenol). The solvent is CN(C)C=O (DMF), CN(C)C=O (DMF). Run at time 10 minute. Product: C(C)(C)(C)C1=C(OC(C(=O)OC)C2=CC=CC=C2)C=CC(=C1)C (methyl 2-(2-tert-butyl-4-methylphenoxy)-2-phenylacetate). Isolated yield 26.2%. As a reaction SMILES: [C:1]([C:5]1[CH:10]=[C:9]([CH3:11])[CH:8]=[CH:7][C:6]=1[OH:12])([CH3:4])([CH3:3])[CH3:2].C1OCCOCCOCCOCCOCCOC1.Br[C:32]1[CH:37]=[CH:36][CH:35]=[CH:34][C:33]=1[CH2:38][C:39]([O:41][CH3:42])=[O:40]>CN(C=O)C>[C:1]([C:5]1[CH:10]=[C:9]([CH3:11])[CH:8]=[CH:7][C:6]=1[O:12][CH:38]([C:33]1[CH:34]=[CH:35][CH:36]=[CH:37][CH:32]=1)[C:39]([O:41][CH3:42])=[O:40])([CH3:4])([CH3:3])[CH3:2]. Reported procedure: To a suspension of 1.05 g (9.15 mmol) of a 35% oil dispersion of KH in 15 mL of DMF was added 1.50 g (9.15 mmol) of 2-tert-butyl-4-methylphenol and the mixture was stirred under N2 at room temperature. After 10 minutes, 2.41 g (91.5 mmol) of 18-crown-6 and then a solution of 2.30 g (10.1 mmol) of methyl 2-bromophenylacetate dissolved in 10 mL of DMF were added. The reaction mixture was stirred 17 hours, then partitioned between ethyl acetate and water. The organic layer was separated, washed wit...